This data is from the Open Reaction Database (ORD), a public repository of structured organic reaction records. The task is: describe an organic reaction: reactants, conditions, products, and yield Reactants: COc1ccc(F)c(-c2ccc(CO)cc2CN2C(C)CCC2C)c1, ClCCl, O=S(Cl)Cl. The product is COc1ccc(F)c(-c2ccc(CCl)cc2CN2C(C)CCC2C)c1. RXN SMILES: [CH3:5][CH:6]1[N:7]([CH2:12][c:13]2[c:14](-[c:21]3[c:22]([F:29])[cH:23][cH:24][c:25]([O:27][CH3:28])[cH:26]3)[cH:15][cH:16][c:17]([CH2:19][OH:20])[cH:18]2)[CH:8]([CH3:11])[CH2:9][CH2:10]1.[Cl:30][CH2:31][Cl:32].[S:1]([Cl:2])([Cl:3])=[O:4]>>[Cl:3][CH2:19][c:17]1[cH:16][cH:15][c:14](-[c:21]2[c:22]([F:29])[cH:23][cH:24][c:25]([O:27][CH3:28])[cH:26]2)[c:13]([CH2:12][N:7]2[CH:6]([CH3:5])[CH2:10][CH2:9][CH:8]2[CH3:11])[cH:18]1. The reactants are C(C)(=O)OCC (ethyl acetate), FC=1C(=C(C(=O)O)C=CC1)C (3-Fluoro-2-methyl-benzoic acid), C([O-])([O-])=O.[K+].[K+] (potassium carbonate), CI (methyl iodide). The solvent is CN(C=O)C (N,N-dimethylformamide). The product is COC(C1=C(C(=CC=C1)F)C)=O (3-Fluoro-2-methyl-benzoic Acid Methyl Ester). RXN SMILES: [F:1][C:2]1[C:3]([CH3:11])=[C:4]([CH:8]=[CH:9][CH:10]=1)[C:5]([OH:7])=[O:6].[C:12](=O)([O-])[O-].[K+].[K+].CI.C(OCC)(=O)C>CN(C)C=O>[CH3:12][O:6][C:5](=[O:7])[C:4]1[CH:8]=[CH:9][CH:10]=[C:2]([F:1])[C:3]=1[CH3:11] |f:1.2.3|. Procedure: 3-Fluoro-2-methyl-benzoic acid (4.8 g, 31 mmol), potassium carbonate (4.3 g, 31 mmol) and methyl iodide (4.5 g, 31 mmol) were stirred at room temperature for 17.5 hours in anhydrous N,N-dimethylformamide (50 ml). The reaction solution was mixed with ethyl acetate, washed with water and saturated brine and then dried with anhydrous magnesium sulfate. The solvent was removed by evaporation from the organic, layer under a reduced pressure, and the thus obtained material was separated and purified b... Reactants: N1(C=NC=C1)CCCN (3-Imidazol-1-yl-propylamine), O1C(CCC=C1)C=O (3,4-Dihydro-2H-pyran-2-carbaldehyde), C[Si](C)(C)N=[N+]=[N-] (Trimethylsilylazide), [N+](#[C-])C1CCCC1 (Isocyano-cyclopentan). Solvent: CO (methanol). Run at time 48 hour. Yields the product C1(CCCC1)N1N=NN=C1C(C1OC=CCC1)NCCCN1C=NC=C1 ([(1-Cyclopentyl-1H-tetrazol-5-yl)-(3,4-dihydro-2H-pyran-2-yl)-methyl]-(3-imidazol-1-yl-propyl)-amine). As a reaction SMILES: [N:1]1([CH2:6][CH2:7][CH2:8][NH2:9])[CH:5]=[CH:4][N:3]=[CH:2]1.[O:10]1[CH:15]=[CH:14][CH2:13][CH2:12][CH:11]1[CH:16]=O.C[Si]([N:22]=[N+:23]=[N-:24])(C)C.[N+:25]([CH:27]1[CH2:31][CH2:30][CH2:29][CH2:28]1)#[C-:26]>CO>[CH:27]1([N:25]2[C:26]([CH:16]([NH:9][CH2:8][CH2:7][CH2:6][N:1]3[CH:5]=[CH:4][N:3]=[CH:2]3)[CH:11]3[CH2:12][CH2:13][CH:14]=[CH:15][O:10]3)=[N:24][N:23]=[N:22]2)[CH2:31][CH2:30][CH2:29][CH2:28]1. Procedure details: 3-Imidazol-1-yl-propylamine (1 mmol) and 3,4-Dihydro-2H-pyran-2-carbaldehyde (1 mmol) were combined in methanol (2 ml, dry). After 2 hours Trimethylsilylazide (5 mmol) and Isocyano-cyclopentan (1 mmol) was added. The reaction was stirred at room temperature for 48 h. After evaporation of the solvent the residue was purified with chromatographic methods.